describe an organic reaction: reactants, conditions, products, and yield From a dataset of the Open Reaction Database (ORD), a public repository of structured organic reaction records. The reactants are CC(=O)O, CCO, CC(C)c1cnc(NC(=O)Nc2cccc([N+](=O)[O-])c2)s1, [Fe], O. The product is CC(C)c1cnc(NC(=O)Nc2cccc(N)c2)s1. RXN SMILES: [CH3:22][C:23](=[O:24])[OH:25].[CH3:27][CH2:28][OH:29].[CH:1]([CH3:2])([CH3:3])[c:4]1[cH:5][n:6][c:7]([NH:9][C:10](=[O:11])[NH:12][c:13]2[cH:14][c:15]([N+:19]([O-:20])=[O:21])[cH:16][cH:17][cH:18]2)[s:8]1.[Fe:30].[OH2:26]>>[CH:1]([CH3:2])([CH3:3])[c:4]1[cH:5][n:6][c:7]([NH:9][C:10](=[O:11])[NH:12][c:13]2[cH:14][c:15]([NH2:19])[cH:16][cH:17][cH:18]2)[s:8]1. Reported procedure: A mixture of 2-amino-4-methylthiazole (1.0 g, 8.8 mmol) and 2-(bromomethyl)tetrahydropyran (1.1 mL, 8.8 mmol) was warmed to 85° C. and was allowed to stir for 24 hours. The mixture was cooled to ambient temperature and the crude material was purified via column chromatography (SiO2, 10% methanol in ethyl acetate then 9:1:0.1 CH2Cl2:methanol:NH4OH) to afford the title compound. MS (DCI/NH3) m/z 213 (M+H)+. Run at temperature 85 celsius, time 24 hour. Yields the product [NH4+].[OH-] (NH4OH), CC=1N(C(SC1)=N)CC1OCCCC1 (4-methyl-3-((tetrahydro-2H-pyran-2-yl)methyl)thiazol-2(3H)-imine). Reaction SMILES: [NH2:1][C:2]1[S:3][CH:4]=[C:5]([CH3:7])[N:6]=1.Br[CH2:9][CH:10]1[CH2:15][CH2:14][CH2:13][CH2:12][O:11]1>>[NH4+:1].[OH-:11].[CH3:7][C:5]1[N:6]([CH2:9][CH:10]2[CH2:15][CH2:14][CH2:13][CH2:12][O:11]2)[C:2](=[NH:1])[S:3][CH:4]=1 |f:2.3|. The reactants are NC=1SC=C(N1)C (2-amino-4-methylthiazole), BrCC1OCCCC1 (2-(bromomethyl)tetrahydropyran).